Task: describe an organic reaction: reactants, conditions, products, and yield. Dataset: the Open Reaction Database (ORD), a public repository of structured organic reaction records The reactants are B(Br)(Br)Br (boron tribromide), COC=1C=C2C(=CC=NC2=CC1OC)OC1=CC=C(C=C1)C(=O)C1=CC(=C(C=C1)Cl)Cl ({4-[(6,7-Dimethoxy-4-quinolyl)oxy]phenyl}(3,4-dichlorophenyl)methanone), ice water. Run in ClCCl (dichloromethane), ClCCl (dichloromethane). Run at time 8 hour. The product is BrC1=CC=C(C=C1)C(=O)C1=CC=C(C=C1)O (4-Hydroxyphenyl 4-bromophenyl ketone). Isolated yield 85.0%. RXN SMILES: COC1C=C2C(=CC=1OC)N=CC=C2[O:15][C:16]1[CH:21]=[CH:20][C:19]([C:22]([C:24]2[CH:29]=[CH:28][C:27](Cl)=[C:26](Cl)[CH:25]=2)=[O:23])=[CH:18][CH:17]=1.B(Br)(Br)[Br:33]>ClCCl>[Br:33][C:27]1[CH:28]=[CH:29][C:24]([C:22]([C:19]2[CH:20]=[CH:21][C:16]([OH:15])=[CH:17][CH:18]=2)=[O:23])=[CH:25][CH:26]=1. Procedure: 4-Methoxyphenyl 4-bromophenyl ketone (1.65 g) obtained in Example 122 was dissolved in dichloromethane (20 ml), a solution of 1.0 M boron tribromide in dichloromethane (23 ml) was added while cooled in ice, and the admixture was stirred at room temperature overnight. The reaction mixture was then poured into ice water and partitioned between water and chloroform. The chloroform layer was dried with anhydrous magnesium sulfate and the solvent was removed by reduced-pressure distillation. The resu... Starting materials: C(CC(=O)C)(=O)OCC (ethyl acetoacetate), CS(=O)C (dimethyl sulfoxide), 120.0g, CI (methyl iodide), C([O-])([O-])=O.[K+].[K+] (potassium carbonate), C(=S)=S (carbon disulfide), ice water. Run at time 30 minute. The product is C(C)(=O)C(C(=O)OCC)=C(SC)SC (Ethyl 2-acetyl-3,3-bis(methylthio)acrylate). RXN SMILES: [C:1]([O:7][CH2:8][CH3:9])(=[O:6])[CH2:2][C:3]([CH3:5])=[O:4].C(=O)([O-])[O-].[K+].[K+].[C:16](=S)=[S:17].CI.[CH3:21][S:22]([CH3:24])=O>>[C:3]([C:2](=[C:21]([S:17][CH3:16])[S:22][CH3:24])[C:1]([O:7][CH2:8][CH3:9])=[O:6])(=[O:4])[CH3:5] |f:1.2.3|. Procedure: In 100 ml of dimethyl sulfoxide is dissolved 50.0 g of ethyl acetoacetate. To the solution is added at room temperature 53.1 g of potassium carbonate, and the mixture is stirred for 30 minutes. To the resultant is added, while keeping the inner temperature at 10° C., 29.3 g of carbon disulfide dropwise over a period of 30 minutes, followed by stirring at 10° C. for one hour. To the mixture is further added 120.0g of methyl iodide dropwise at the same temperature over a period of 30 minutes, whic... Reactants: ClC1=NC=C(C(=N1)NC1=CC2=C(C=C1)OCCO2)F (2-chloro-N4-(3,4-ethylenedioxyphenyl)-5-fluoro-4-pyrimidineamine), NC=1C=C(C=C(C1)C)C(F)(F)F (3-amino-5-methylbenzotrifluoride). The product is C1OC=2C=C(C=CC2OC1)NC1=NC(=NC=C1F)NC1=CC(=CC(=C1)C(F)(F)F)C (N4-(3,4-ethylenedioxyphenyl)-5-fluoro-N2-(3-methyl-5-trifluoromethylphenyl)-2,4-pyrimidinediamine). As a reaction SMILES: Cl[C:2]1[N:7]=[C:6]([NH:8][C:9]2[CH:14]=[CH:13][C:12]3[O:15][CH2:16][CH2:17][O:18][C:11]=3[CH:10]=2)[C:5]([F:19])=[CH:4][N:3]=1.[NH2:20][C:21]1[CH:22]=[C:23]([C:28]([F:31])([F:30])[F:29])[CH:24]=[C:25]([CH3:27])[CH:26]=1>>[CH2:17]1[CH2:16][O:15][C:12]2[CH:13]=[CH:14][C:9]([NH:8][C:6]3[C:5]([F:19])=[CH:4][N:3]=[C:2]([NH:20][C:21]4[CH:22]=[C:23]([C:28]([F:29])([F:30])[F:31])[CH:24]=[C:25]([CH3:27])[CH:26]=4)[N:7]=3)=[CH:10][C:11]=2[O:18]1. Procedure details: In like manner to the preparation of 5-fluoro-N4-(3-hydroxyphenyl)-N2-[4-(3-phenyl-1,2,4-oxadiazol-5-yl)methyleneoxyphenyl]-2,4-pyrimidinediamine, 2-chloro-N4-(3,4-ethylenedioxyphenyl)-5-fluoro-4-pyrimidineamine and 3-amino-5-methylbenzotrifluoride were reacted to provide N4-(3,4-ethylenedioxyphenyl)-5-fluoro-N2-(3-methyl-5-trifluoromethylphenyl)-2,4-pyrimidinediamine. 1H NMR (DMSO-d6): δ 9.57 (bs, 1H), 9.39 (bs, 1H), 8.12 (d, 1H, J=3.6 Hz), 7.77 (s, 2H), 7.25–7.13 (m, 2H), 7.02 (s, 1H), 6.79 (d... Reactants: O (water), C(C1=CC=CC=C1)Br (benzylbromide), NC(C(=O)OCC)C1CCOCC1 (ethyl (rac)-amino-(tetrahydropyran-4-yl)-acetate), C([O-])([O-])=O.[K+].[K+] (potassium carbonate). Solvent: CN(C)C=O (DMF). Product: C(C1=CC=CC=C1)NC(C(=O)OCC)C1CCOCC1 (ethyl (rac)-benzylamino-(tetrahydro-pyran-4-yl)-acetate). RXN SMILES: [CH2:1](Br)[C:2]1[CH:7]=[CH:6][CH:5]=[CH:4][CH:3]=1.[NH2:9][CH:10]([CH:16]1[CH2:21][CH2:20][O:19][CH2:18][CH2:17]1)[C:11]([O:13][CH2:14][CH3:15])=[O:12].C(=O)([O-])[O-].[K+].[K+].O>CN(C=O)C>[CH2:1]([NH:9][CH:10]([CH:16]1[CH2:17][CH2:18][O:19][CH2:20][CH2:21]1)[C:11]([O:13][CH2:14][CH3:15])=[O:12])[C:2]1[CH:7]=[CH:6][CH:5]=[CH:4][CH:3]=1 |f:2.3.4|. Procedure: 0.53 ml (4.5 mmol) benzylbromide, 0.85 g (4.5 mmol) ethyl (rac)-amino-(tetrahydropyran-4-yl)-acetate and 1.9 g (13.7 mmol) potassium carbonate in 10 mL DMF were stirred for 2 h at 100° C. After cooling the mixture was mixed with water and extracted three times with ethyl acetate. The combined organic phases were extracted with saturated, aqueous saline solution, three times with 0.5 M hydrochloric acid and once more with saturated saline solution. The combined aqueous phases were adjusted to pH ... The reactants are C(C)OC(=O)C1(CC1)C1=CC=C(C=C1)C1=CC=C(C=C1)C1=C(C(=NO1)C)CC(=O)OCC1=CC=CC=C1 (1-[4′-(4-benzyloxycarbonylmethyl-3-methyl-isoxazol-5-yl)-biphenyl-4-yl]-cyclopropanecarboxylic acid ethyl ester), IC (iodomethane). The product is C(C)OC(=O)C1(CC1)C1=CC=C(C=C1)C1=CC=C(C=C1)C1=C(C(=NO1)C)C(C)C(=O)O (1-{4′-[4-(1-Carboxy-ethyl)-3-methyl-isoxazol-5-yl]-biphenyl-4-yl}-cyclopropanecarboxylic acid ethyl ester). Reaction SMILES: [CH2:1]([O:3][C:4]([C:6]1([C:9]2[CH:14]=[CH:13][C:12]([C:15]3[CH:20]=[CH:19][C:18]([C:21]4[O:25][N:24]=[C:23]([CH3:26])[C:22]=4[CH2:27][C:28]([O:30]CC4C=CC=CC=4)=[O:29])=[CH:17][CH:16]=3)=[CH:11][CH:10]=2)[CH2:8][CH2:7]1)=[O:5])[CH3:2].I[CH3:39]>>[CH2:1]([O:3][C:4]([C:6]1([C:9]2[CH:14]=[CH:13][C:12]([C:15]3[CH:16]=[CH:17][C:18]([C:21]4[O:25][N:24]=[C:23]([CH3:26])[C:22]=4[CH:27]([C:28]([OH:30])=[O:29])[CH3:39])=[CH:19][CH:20]=3)=[CH:11][CH:10]=2)[CH2:7][CH2:8]1)=[O:5])[CH3:2]. Procedure: Prepared according to the procedure described in Example 82, Step 1, using 1-[4′-(4-benzyloxycarbonylmethyl-3-methyl-isoxazol-5-yl)-biphenyl-4-yl]-cyclopropanecarboxylic acid ethyl ester and iodomethane. Reactants: ClC1=CC=C(C=N1)OC1=C2C(=NC=C1)C=C(S2)C2=CC=C(C(=O)NC)C=C2 (4-(7-(6-chloropyridin-3-yloxy)thieno[3,2-b]pyridin-2-yl)-N-methylbenzamide), C[Si](C)(C)[N-][Si](C)(C)C.[Li+] (lithium bis(trimethylsilyl)amide), P,P-dicyclohexyl(3-(2-N, N-dimethylaminophenyl)-phenyl)phosphine. Conditions: temperature 80 celsius, time 1 hour. Product: NC1=CC=C(C=N1)OC1=C2C(=NC=C1)C=C(S2)C2=CC=C(C(=O)NC)C=C2 (4-(7-(6-aminopyridin-3-yloxy)thieno[3,2-b]pyridin-2-yl)-N-methylbenzamide). Yield: 14.8%. RXN SMILES: Cl[C:2]1[N:7]=[CH:6][C:5]([O:8][C:9]2[CH:14]=[CH:13][N:12]=[C:11]3[CH:15]=[C:16]([C:18]4[CH:27]=[CH:26][C:21]([C:22]([NH:24][CH3:25])=[O:23])=[CH:20][CH:19]=4)[S:17][C:10]=23)=[CH:4][CH:3]=1.C[Si]([N-:32][Si](C)(C)C)(C)C.[Li+]>>[NH2:32][C:2]1[N:7]=[CH:6][C:5]([O:8][C:9]2[CH:14]=[CH:13][N:12]=[C:11]3[CH:15]=[C:16]([C:18]4[CH:27]=[CH:26][C:21]([C:22]([NH:24][CH3:25])=[O:23])=[CH:20][CH:19]=4)[S:17][C:10]=23)=[CH:4][CH:3]=1 |f:1.2|. Procedure: To a stirred mixture of 4-(7-(6-chloropyridin-3-yloxy)thieno[3,2-b]pyridin-2-yl)-N-methylbenzamide (Example 130, Step B, 78 mg, 0.197 mmol), lithium bis(trimethylsilyl)amide (LHMDS, 0.433 mL, 0.433 mmol, 1M in hexanes), and Pd2(dba3) (9.02 mg, 0.00985 mmol), was added P,P-dicyclohexyl(3-(2-N, N-dimethylaminophenyl)-phenyl)phosphine (7.75 mg, 0.0197 mmol). The mixture was sparged with nitrogen for 2 minutes, and then heated to 80° C. for 18 hours. After cooling to room temperature, 2N aqueous HCl... The reactants are COC(=O)C(=O)Cl, ClCCl, CC(C)(C)OC(=O)C1CCC(c2ccc(N)cc2)CC1, c1ccncc1. Yields the product COC(=O)C(=O)Nc1ccc(C2CCC(C(=O)OC(C)(C)C)CC2)cc1. RXN SMILES: [Cl:1][C:2]([C:3](=[O:4])[O:5][CH3:6])=[O:7].[Cl:34][CH2:35][Cl:36].[NH2:8][c:9]1[cH:10][cH:11][c:12]([CH:15]2[CH2:16][CH2:17][CH:18]([C:21](=[O:22])[O:23][C:24]([CH3:25])([CH3:26])[CH3:27])[CH2:19][CH2:20]2)[cH:13][cH:14]1.[cH:28]1[cH:29][cH:30][n:31][cH:32][cH:33]1>>[C:2]([C:3](=[O:4])[O:5][CH3:6])(=[O:7])[NH:8][c:9]1[cH:10][cH:11][c:12]([CH:15]2[CH2:16][CH2:17][CH:18]([C:21](=[O:22])[O:23][C:24]([CH3:25])([CH3:26])[CH3:27])[CH2:19][CH2:20]2)[cH:13][cH:14]1. The reactants are CC(C)(C)OC(=O)Nc1nc2ccc(OS(=O)(=O)c3ccc(F)cc3)cc2s1, O=C([O-])[O-], CC(C)CN, CS(C)=O, [Cs+], [Cs+], O. Yields the product CC(C)CNc1ccc(S(=O)(=O)Oc2ccc3nc(NC(=O)OC(C)(C)C)sc3c2)cc1. Reaction SMILES: [C:1]([CH3:2])([CH3:3])([CH3:4])[O:5][C:6](=[O:7])[NH:8][c:9]1[s:10][c:11]2[c:12]([n:13]1)[cH:14][cH:15][c:16]([O:18][S:19](=[O:20])(=[O:21])[c:22]1[cH:23][cH:24][c:25]([F:28])[cH:26][cH:27]1)[cH:17]2.[C:34](=[O:35])([O-:36])[O-:37].[CH2:29]([CH:30]([CH3:31])[CH3:32])[NH2:33].[CH3:41][S:42]([CH3:43])=[O:44].[Cs+:38].[Cs+:39].[OH2:40]>>[C:1]([CH3:2])([CH3:3])([CH3:4])[O:5][C:6](=[O:7])[NH:8][c:9]1[s:10][c:11]2[c:12]([n:13]1)[cH:14][cH:15][c:16]([O:18][S:19](=[O:20])(=[O:21])[c:22]1[cH:23][cH:24][c:25]([NH:33][CH2:29][CH:30]([CH3:31])[CH3:32])[cH:26][cH:27]1)[cH:17]2. Starting materials: COC(C1=CN=C(C=C1)OCC=1C(=NOC1C)C1=CC(=CC=C1)Cl)=O (6-[3-(3-chloro-phenyl)-5-methyl-isoxazol-4-ylmethoxy]-nicotinic acid methyl ester), COC(C1=CN=C(C=C1)OCC=1C(=NOC1C)C1=CC(=CC=C1)F)=O (6-[3-(3-fluoro-phenyl)-5-methyl-isoxazol-4-ylmethoxy]-nicotinic acid methyl ester). Product: ClC=1C=C(C=CC1)C1=NOC(=C1COC1=NC=C(C(=O)O)C=C1)C (6-[3-(3-Chloro-phenyl)-5-methyl-isoxazol-4-ylmethoxy]-nicotinic acid). Yield: 81.8%. As a reaction SMILES: C[O:2][C:3](=[O:25])[C:4]1[CH:9]=[CH:8][C:7]([O:10][CH2:11][C:12]2[C:13]([C:18]3[CH:23]=[CH:22][CH:21]=[C:20]([Cl:24])[CH:19]=3)=[N:14][O:15][C:16]=2[CH3:17])=[N:6][CH:5]=1.COC(=O)C1C=CC(OCC2C(C3C=CC=C(F)C=3)=NOC=2C)=NC=1>>[Cl:24][C:20]1[CH:19]=[C:18]([C:13]2[C:12]([CH2:11][O:10][C:7]3[CH:8]=[CH:9][C:4]([C:3]([OH:25])=[O:2])=[CH:5][N:6]=3)=[C:16]([CH3:17])[O:15][N:14]=2)[CH:23]=[CH:22][CH:21]=1. Reported procedure: As described for example 91a, 6-[3-(3-chloro-phenyl)-5-methyl-isoxazol-4-ylmethoxy]-nicotinic acid methyl ester (734 mg, 2.1 mmol), instead of 6-[3-(3-fluoro-phenyl)-5-methyl-isoxazol-4-ylmethoxy]-nicotinic acid methyl ester, was converted, to the title compound (592 mg, 84%) which was obtained as a white solid. MS: m/e=343.4 [M−H]−. RXN SMILES: [CH2:1]([O:3][C:4](=[O:44])[CH:5]=[C:6]1[C:15]2[C:10](=[C:11]([F:16])[CH:12]=[CH:13][CH:14]=2)[N:9]([C:17](=[O:43])[NH:18][CH2:19][C:20]2[CH:25]=[CH:24][C:23]([C:26]([N:28]3[C:34]4[CH:35]=[CH:36][CH:37]=[CH:38][C:33]=4[CH2:32][N:31]4[CH:39]=[CH:40][CH:41]=[C:30]4[CH2:29]3)=[O:27])=[CH:22][C:21]=2[CH3:42])[CH2:8][CH2:7]1)[CH3:2].C(OC(=O)CC1C2C(=C(F)C=CC=2)N(C(=O)NCC2C=CC(C(N3C4C=CC=CC=4CN4C=CC=C4C3)=O)=CC=2C)CC=1)C>CO.[Pd]>[CH2:1]([O:3][C:4](=[O:44])[CH2:5][CH:6]1[C:15]2[C:10](=[C:11]([F:16])[CH:12]=[CH:13][CH:14]=2)[N:9]([C:17](=[O:43])[NH:18][CH2:19][C:20]2[CH:25]=[CH:24][C:23]([C:26]([N:28]3[C:34]4[CH:35]=[CH:36][CH:37]=[CH:38][C:33]=4[CH2:32][N:31]4[CH:39]=[CH:40][CH:41]=[C:30]4[CH2:29]3)=[O:27])=[CH:22][C:21]=2[CH3:42])[CH2:8][CH2:7]1)[CH3:2]. Procedure details: A mixture (75 mg, 0.13 mmol) of {1-[4-(5H,11H-benzo[e]pyrrolo[1,2-a][1,4]diazepine-10-carbonyl)-2-methylbenzylcarbamoyl]-8-fluoro-2,3-dihydro-1H-quinolin-4-ylidene}acetic acid ethyl ester from Example 4 and {1-[4-(5H,11H-benzo[e]pyrrolo[1,2-a][1,4]diazepine-10-carbonyl)-2-methyl-benzylcarbamoyl]-8-fluoro-1,2-dihydroquinolin-4-yl]acetic acid ethyl ester from Example 5 was dissolved in methanol (50 ml). To the solution was added a catalytic amount of 10% palladium on carbon and the mixture was sti... Yields the product C(C)OC(CC1CCN(C2=C(C=CC=C12)F)C(NCC1=C(C=C(C=C1)C(=O)N1CC=2N(CC3=C1C=CC=C3)C=CC2)C)=O)=O ({1-[4-(5H,11H-Benzo[e]pyrrolo[1,2-a][1,4]diazepine-10-carbonyl)-2-methylbenzylcarbamoyl]-8-fluoro-1,2,3,4-tetrahydroquinolin--4-yl}acetic Acid Ethyl Ester). Reactants: C(C)OC(C=C1CCN(C2=C(C=CC=C12)F)C(NCC1=C(C=C(C=C1)C(=O)N1CC=2N(CC3=C1C=CC=C3)C=CC2)C)=O)=O ({1-[4-(5H,11H-Benzo[e]pyrrolo[1,2-a][1,4]diazepine-10-carbonyl)-2-methylbenzylcarbamoyl]-8-fluoro-2,3-dihydro-1H-quinolin-4-ylidene}acetic Acid Ethyl Ester), C(C)OC(CC1=CCN(C2=C(C=CC=C12)F)C(NCC1=C(C=C(C=C1)C(=O)N1CC=2N(CC3=C1C=CC=C3)C=CC2)C)=O)=O ({1-[4-(5H,11H-benzo[e]pyrrolo[1,2-a][1,4]diazepine-10-carbonyl)-2-methyl-benzylcarbamoyl]-8-fluoro-1,2-dihydroquinolin-4-yl]acetic acid ethyl ester). The solvent is CO (methanol). Reagents/catalysts: [Pd] (palladium on carbon). Reaction conditions: time 6 hour.